The task is: describe an organic reaction: reactants, conditions, products, and yield. This data is from the Open Reaction Database (ORD), a public repository of structured organic reaction records. Reactants: ClC1=NC(=C(C(=N1)Cl)C1=CC=C(C=C1)Cl)C1=CC=C(C=C1)Cl (2,4-Dichloro-5,6-bis(4-chlorophenyl)pyrimidine), O.NN (hydrazine monohydrate). Solvent: N1=CC=CC=C1 (pyridine), O (water). Conditions: time 30 minute. Product: ClC1=NC(=C(C(=N1)C1=CC=C(C=C1)Cl)C1=CC=C(C=C1)Cl)NN (2-chloro-4,5-bis(4-chlorophenyl)-6-hydrazinylpyrimidine). The yield is 95.7%. RXN SMILES: [Cl:1][C:2]1[N:7]=[C:6](Cl)[C:5]([C:9]2[CH:14]=[CH:13][C:12]([Cl:15])=[CH:11][CH:10]=2)=[C:4]([C:16]2[CH:21]=[CH:20][C:19]([Cl:22])=[CH:18][CH:17]=2)[N:3]=1.O.[NH2:24][NH2:25]>N1C=CC=CC=1.O>[Cl:1][C:2]1[N:3]=[C:4]([C:16]2[CH:21]=[CH:20][C:19]([Cl:22])=[CH:18][CH:17]=2)[C:5]([C:9]2[CH:14]=[CH:13][C:12]([Cl:15])=[CH:11][CH:10]=2)=[C:6]([NH:24][NH2:25])[N:7]=1 |f:1.2|. Procedure: 2,4-Dichloro-5,6-bis(4-chlorophenyl)pyrimidine (1.8 g, 4.86 mmol) was dissolved in pyridine (5 mL) and hydrazine monohydrate (0.26 mL, 5.36 mmol) was added. The reaction mixture was stirred at room temperature for 30 min. The reaction mixture was then diluted with water (10 mL) and extracted with EtOAc (10 mL×2). The combined organic extracts were washed with water, followed by saturated aqueous NaCl, dried (MgSO4), and concentrated at reduced pressure to obtain 1.7 g of the title compound, as a... Reactants: BrN1C(CCC1=O)=O (N-bromosuccinimide), C1(CCCC1)CN(CC)C1=C(C=C2C(=N1)C=CN2C)C#N (5-[N-(cyclopentylmethyl)-N-ethylamino]-1-methyl-1H-pyrrolo[3,2-b]pyridine-6-carbonitrile), O (H2O). The solvent is CN(C)C=O (DMF). Reaction conditions: time 30 minute. Product: BrC1=CN(C=2C1=NC(=C(C2)C#N)N(CC)CC2CCCC2)C (3-bromo-5-[N-(cyclopentylmethyl)-N-ethylamino]-1-methyl-1H-pyrrolo[3,2-b]pyridine-6-carbonitrile). As a reaction SMILES: [CH:1]1([CH2:6][N:7]([C:10]2[N:15]=[C:14]3[CH:16]=[CH:17][N:18]([CH3:19])[C:13]3=[CH:12][C:11]=2[C:20]#[N:21])[CH2:8][CH3:9])[CH2:5][CH2:4][CH2:3][CH2:2]1.[Br:22]N1C(=O)CCC1=O.O>CN(C=O)C>[Br:22][C:16]1[C:14]2=[N:15][C:10]([N:7]([CH2:6][CH:1]3[CH2:5][CH2:4][CH2:3][CH2:2]3)[CH2:8][CH3:9])=[C:11]([C:20]#[N:21])[CH:12]=[C:13]2[N:18]([CH3:19])[CH:17]=1. Procedure details: To a mixture of 5-[N-(cyclopentylmethyl)-N-ethylamino]-1-methyl-1H-pyrrolo[3,2-b]pyridine-6-carbonitrile (105 mg, 0.37 mmol) in DMF (2 mL) is added N-bromosuccinimide (NBS, 66 mg, 0.37 mmol) at 0° C. After stirring for 30 min, H2O is added, and the reaction mixture is extracted with EtOAc. The organic layer is dried over sodium sulfate, concentrated and purified by silica-gel column chromatography to give 3-bromo-5-[N-(cyclopentylmethyl)-N-ethylamino]-1-methyl-1H-pyrrolo[3,2-b]pyridine-6-carboni... Reaction conditions: temperature 40 celsius, time 4 hour. Yield: 115.4%. Yields the product C(C=C)O[C@H](CC=O)COCC1=CC=CC=C1 ((R)-3-allyloxy-4-benzyloxy-butyraldehyde). Solvent: O (water), C(C)#N (acetonitrile), O (water), O (water). Reported procedure: Potassium carbonate (5.14 g) and methyl iodide (4.90 mL) were added to a mixed solution of 2-((R)-2-allyloxy-3-benzyloxy-propyl)-[1,3]dithiane (12 g) in acetonitrile (27 mL) and water (4.5 mL), and then the mixture was stirred at 40° C. After four hours, water (3 mL) and methyl iodide (2 mL) were added to the reaction solution. After further three hours, methyl iodide (1 mL) was added to the reaction solution. After stirring for eight hours in total, water and t-butyl methyl ether were added to ... RXN SMILES: C(=O)([O-])[O-:2].[K+].[K+].CI.[CH2:9]([O:12][C@@H:13]([CH2:21][O:22][CH2:23][C:24]1[CH:29]=[CH:28][CH:27]=[CH:26][CH:25]=1)[CH2:14][CH:15]1SCCCS1)[CH:10]=[CH2:11].COC(C)(C)C>C(#N)C.O>[CH2:9]([O:12][C@@H:13]([CH2:21][O:22][CH2:23][C:24]1[CH:29]=[CH:28][CH:27]=[CH:26][CH:25]=1)[CH2:14][CH:15]=[O:2])[CH:10]=[CH2:11] |f:0.1.2|. Starting materials: COC(C)(C)C (t-butyl methyl ether), CI (methyl iodide), C([O-])([O-])=O.[K+].[K+] (Potassium carbonate), CI (methyl iodide), C(C=C)O[C@H](CC1SCCCS1)COCC1=CC=CC=C1 (2-((R)-2-allyloxy-3-benzyloxy-propyl)-[1,3]dithiane), CI (methyl iodide). The reactants are O (water), NC=1C(=NC=C(C1)Br)C(=O)N (3-Amino-5-bromopyridine-2-carboxamide), C(O)([O-])=O.[Na+] (sodium hydrogencarbonate). Solvent: Cl (hydrochloric acid). Conditions: temperature 100 celsius, time 20 hour. Product: NC=1C(=NC=C(C1)Br)C(=O)O (3-amino-5-bromopyridine-2-carboxylic acid). Isolated yield 55.0%. Reaction SMILES: [NH2:1][C:2]1[C:3]([C:9](N)=[O:10])=[N:4][CH:5]=[C:6]([Br:8])[CH:7]=1.O.C(=O)([O-])[OH:14].[Na+]>Cl>[NH2:1][C:2]1[C:3]([C:9]([OH:10])=[O:14])=[N:4][CH:5]=[C:6]([Br:8])[CH:7]=1 |f:2.3|. Procedure: 3-Amino-5-bromopyridine-2-carboxamide (216 mg, 1.0 mmol) was dissolved in concentrated hydrochloric acid (3 μL), and stirred at 100° C. for 20 hours. After cooled to 0° C., water (10 mL) was added to it and controlled to have a pH of 7 with sodium hydrogencarbonate solution added thereto. The resulting gray solid was taken out through filtration and dried to obtain the intended compound (119 mg, 55%). Starting materials: N#CCNCCC(c1ccccc1)c1ccccc1, O=C([O-])[O-], CC#N, ClCCl, CI, [K+], [K+]. Product: CN(CC#N)CCC(c1ccccc1)c1ccccc1. Reaction SMILES: [C:1](#[N:2])[CH2:3][NH:4][CH2:5][CH2:6][CH:7]([c:8]1[cH:9][cH:10][cH:11][cH:12][cH:13]1)[c:14]1[cH:15][cH:16][cH:17][cH:18][cH:19]1.[C:22](=[O:23])([O-:24])[O-:25].[CH3:28][C:29]#[N:30].[Cl:31][CH2:32][Cl:33].[I:20][CH3:21].[K+:26].[K+:27]>>[C:1](#[N:2])[CH2:3][N:4]([CH2:5][CH2:6][CH:7]([c:8]1[cH:9][cH:10][cH:11][cH:12][cH:13]1)[c:14]1[cH:15][cH:16][cH:17][cH:18][cH:19]1)[CH3:22]. Starting materials: C(C)OC1=C(C(=C(C=C1)C1=CC=C(C=C1)C1=CC=CC=C1C(=O)O)F)F (4-ethoxy-2,3-difluoro-4′-biphenylbenzoic acid), FC1=C(C=CC(=C1F)C1CCC(CC1)CCC)O (2,3-difluoro-4-(4-propylcyclohexyl)phenol), C1(CCCCC1)N=C=NC1CCCCC1 (1,3-dicyclohexylcarbodiimide), C1(=CC=CC=C1)C (toluene), C1(=CC=CC=C1)C (toluene), O (water). Reagents/catalysts: CN(C1=CC=NC=C1)C (4-dimethylaminopyridine). Run at temperature 25 celsius, time 20 hour. Yields the product C(CCCC)[C@@H]1CC[C@H](CC1)C1=C(C(=C(C=C1)OC(C1=CC=CC=C1C1(C(=CC=C(C1F)OCC)C1=CC=CC=C1)F)=O)F)F (4-ethoxy-2,3-difluoro-1,1′-biphenylbenzoic acid trans-4-pentylcyclohexyl-2,3-difluorophenyl ester). As a reaction SMILES: [CH2:1]([O:3][C:4]1[CH:9]=[CH:8][C:7]([C:10]2[CH:15]=[CH:14][C:13](C3C(C(O)=O)=CC=CC=3)=[CH:12][CH:11]=2)=[C:6]([F:25])[C:5]=1[F:26])[CH3:2].[F:27][C:28]1[C:33]([F:34])=[C:32]([CH:35]2[CH2:40][CH2:39][CH:38]([CH2:41][CH2:42][CH3:43])[CH2:37][CH2:36]2)[CH:31]=[CH:30][C:29]=1[OH:44].C1(N=C=N[CH:54]2[CH2:59]CCCC2)CCCCC1.[C:60]1([CH3:66])[CH:65]=[CH:64][CH:63]=[CH:62][CH:61]=1.[OH2:67]>CN(C)C1C=CN=CC=1>[CH2:41]([C@H:38]1[CH2:37][CH2:36][C@H:35]([C:32]2[CH:31]=[CH:30][C:29]([O:44][C:66](=[O:67])[C:60]3[C:65]([C:6]4([F:25])[CH:5]([F:26])[C:4]([O:3][CH2:1][CH3:2])=[CH:9][CH:8]=[C:7]4[C:10]4[CH:11]=[CH:12][CH:13]=[CH:14][CH:15]=4)=[CH:64][CH:63]=[CH:62][CH:61]=3)=[C:28]([F:27])[C:33]=2[F:34])[CH2:40][CH2:39]1)[CH2:42][CH2:43][CH2:59][CH3:54]. Procedure: The compound (44) (1.97 g), 2,3-difluoro-4-(4-propylcyclohexyl)phenol (12) (2.0 g), 1,3-dicyclohexylcarbodiimide (DCC) (1.5 g) and 4-dimethylaminopyridine (DMAP) (0.09 g) were added to toluene (100 ml) under a nitrogen atmosphere, and the mixture was stirred at 25° C. for 20 hours. After the termination of the reaction had been confirmed by GC analysis, toluene (100 ml) and water (100 ml) were added thereto and mixed. The mixture was then allowed to stand until it had separated into two phases o... Starting materials: CNCCCl (N-methyl-N-chloroethylamine), CC1(OCC(O1)CCP(=O)(N(CCBr)C)Cl)C ([2-(2,2-dimethyl-1,3-dioxolan-4-yl)ethyl]-N-methyl-N-(2-bromoethyl)phosphoramidoyl chloride), Cl (HCl), CN(P(=O)(Cl)Cl)CCCl (N-methyl-N-(2-chloroethyl)phosphoramidic dichloride). Yields the product CC1(OCC(O1)CCP(=O)(N(CCCl)C)Cl)C (2-(2,2-dimethyl-1,3-dioxolan-4-yl)ethyl-N-methyl-N-(2-chloroethyl)phosphoramidoyl chloride). Yield: 61.0%. Reaction SMILES: [CH3:1][NH:2][CH2:3][CH2:4][Cl:5].Cl.CN(CCCl)P(Cl)(Cl)=O.[CH3:16][C:17]1([CH3:32])[O:21][CH:20]([CH2:22][CH2:23][P:24]([Cl:31])(N(C)CCBr)=[O:25])[CH2:19][O:18]1>>[CH3:16][C:17]1([CH3:32])[O:21][CH:20]([CH2:22][CH2:23][P:24]([Cl:31])([N:2]([CH3:1])[CH2:3][CH2:4][Cl:5])=[O:25])[CH2:19][O:18]1. Reported procedure: This compound was prepared from N-methyl-N-chloroethylamine.HCl via N-methyl-N-(2-chloroethyl)phosphoramidic dichloride, as described for 16a (14 mmol scale). The crude residue was purified by chromatography (1:4 EtOAc:hexanes) to give 16b as an oil (2.72 g, 61%): Rf 0.75 (1:1 EtOAc:hexanes); 1H NMR (CDCl3) 4.22(m, 4H), 3.60(m, 3H), 3.42(m, 2H), 2.80(d, 3H, J=12.85 Hz), 1.99(dt, 2H, J=6.11 Hz), 1.36(d, 6H, J=15.82 Hz)ppm; -P NMR (CDCl3) -7.69, -7.92 ppm (1:1 ratio of diastereomers).